This data is from the Open Reaction Database (ORD), a public repository of structured organic reaction records. The task is: describe an organic reaction: reactants, conditions, products, and yield Starting materials: COc1cc(Nc2c(C#N)cnc3cc(Br)ccc23)c(Cl)cc1Cl, Brc1csc(CN2CCOCC2)c1. Product: COc1cc(Nc2c(C#N)cnc3cc(-c4csc(CN5CCOCC5)c4)ccc23)c(Cl)cc1Cl. RXN SMILES: [Br:1][c:2]1[cH:3][cH:4][c:5]2[c:6]([NH:14][c:15]3[c:16]([Cl:24])[cH:17][c:18]([Cl:23])[c:19]([O:21][CH3:22])[cH:20]3)[c:7]([C:12]#[N:13])[cH:8][n:9][c:10]2[cH:11]1.[Br:25][c:26]1[cH:27][c:28]([CH2:31][N:32]2[CH2:33][CH2:34][O:35][CH2:36][CH2:37]2)[s:29][cH:30]1>>[c:2]1(-[c:26]2[cH:27][c:28]([CH2:31][N:32]3[CH2:33][CH2:34][O:35][CH2:36][CH2:37]3)[s:29][cH:30]2)[cH:3][cH:4][c:5]2[c:6]([NH:14][c:15]3[c:16]([Cl:24])[cH:17][c:18]([Cl:23])[c:19]([O:21][CH3:22])[cH:20]3)[c:7]([C:12]#[N:13])[cH:8][n:9][c:10]2[cH:11]1. Reactants: CC1=NC2=CC=C(C=C2C(=C1C(=O)OC(C)(C)C)C1=CC=CC=C1)[N+](=O)[O-] (tert-Butyl 2-methyl-6-nitro-4-phenylquinoline-3-carboxylate). Reagents/catalysts: [Pd] (Pd/C). Solvent: CCOC(=O)C (EtOAc). Run at time 8 hour. Product: NC=1C=C2C(=C(C(=NC2=CC1)C)C(=O)OC(C)(C)C)C1=CC=CC=C1 (tert-Butyl 6-amino-2-methyl-4-phenylquinoline-3-carboxylate). The yield is 134.3%. As a reaction SMILES: [CH3:1][C:2]1[C:11]([C:12]([O:14][C:15]([CH3:18])([CH3:17])[CH3:16])=[O:13])=[C:10]([C:19]2[CH:24]=[CH:23][CH:22]=[CH:21][CH:20]=2)[C:9]2[C:4](=[CH:5][CH:6]=[C:7]([N+:25]([O-])=O)[CH:8]=2)[N:3]=1>CCOC(C)=O.[Pd]>[NH2:25][C:7]1[CH:8]=[C:9]2[C:4](=[CH:5][CH:6]=1)[N:3]=[C:2]([CH3:1])[C:11]([C:12]([O:14][C:15]([CH3:18])([CH3:16])[CH3:17])=[O:13])=[C:10]2[C:19]1[CH:24]=[CH:23][CH:22]=[CH:21][CH:20]=1. Procedure: A mixture of the product of Step 1 (1.05 g, 3.25 mmol) and 10% Pd/C (0.222 g, 32.5) in EtOAc was degassed under reduced pressure and saturated with H2 gas. The resulting mixture was stirred overnight under H2 balloon at room temperature, filtered through Celite bed and filtrate evaporated to dryness to give product as an yellowish solid (1.46 g, 98%), which was used in next step without further purification. 1H NMR (300 MHz, CDCl3) δ 7.83 (d, J=8.9 Hz, 1H), 7.43-7.48(m, 3H), 7.27-7.34(m, 2H), 7.... Starting materials: C(CC(=O)[O-])(=O)OCC (monoethyl malonate), [O-]CC.[Mg+2].[O-]CC (magnesium ethoxide). Solvent: C1CCOC1 (THF). Run at time 4 hour. Product: C(CC(=O)[O-])(=O)OCC.[Mg+2].C(C)OC(CC(=O)[O-])=O (magnesium ethyl malonate). Isolated yield 95.8%. As a reaction SMILES: [C:1]([O:7][CH2:8][CH3:9])(=[O:6])[CH2:2][C:3]([O-:5])=[O:4].[O-]CC.[Mg+2:13].[O-]CC>C1COCC1>[C:1]([O:7][CH2:8][CH3:9])(=[O:6])[CH2:2][C:3]([O-:5])=[O:4].[Mg+2:13].[CH2:8]([O:7][C:1](=[O:6])[CH2:2][C:3]([O-:5])=[O:4])[CH3:9] |f:1.2.3,5.6.7|. Procedure details: Magnesium ethyl malonate was prepared as follows: To a stirred THF solution (1 L) of monoethyl malonate (183.18 g, 1.39 mol) was added magnesium ethoxide (79.54 g, 0.70 mol) in several portions. After about 4 hours, the solvent was removed under reduced pressure and the residue was reevaporated with toluene to give magnesium ethyl malonate (190.82 g). The yield is 99.0%. Reported procedure: A solution of 1-chloro-4-phenylphthalazine (81 mg, 0.34 mmol) and 1-(prop-2-ynyl)-5-aminobenzimidazole (3) (36 mg, 0.21 mmol) in i-PrOH (6 mL) is stirred at 95° C. under argon for 2 h and then concentrated. The residue is diluted with sat. NaHCO3 (15 mL) and extracted with CHCl3 (60 mL). The extract is washed (brine) and dried. After solvent removal at reduced pressure, the residue is purified on silica gel (1% to 10% methanol/ethyl acetate) to give 78 mg (99%) of 5 (BI-3007) as a yellow solid, ... RXN SMILES: Cl[C:2]1[C:11]2[C:6](=[CH:7][CH:8]=[CH:9][CH:10]=2)[C:5]([C:12]2[CH:17]=[CH:16][CH:15]=[CH:14][CH:13]=2)=[N:4][N:3]=1.[CH2:18]([N:21]1[C:25]2[CH:26]=[CH:27][C:28]([NH2:30])=[CH:29][C:24]=2[N:23]=[CH:22]1)[C:19]#[CH:20].[CH3:31][CH:32](O)[CH3:33]>>[C:18]1([N:21]2[C:25]3[CH:26]=[CH:27][C:28]([NH:30][C:2]4[C:11]5[C:6](=[CH:7][CH:8]=[CH:9][CH:10]=5)[C:5]([C:12]5[CH:17]=[CH:16][CH:15]=[CH:14][CH:13]=5)=[N:4][N:3]=4)=[CH:29][C:24]=3[N:23]=[CH:22]2)[CH:33]=[CH:32][CH:31]=[CH:20][CH:19]=1. The product is C1(=CC=CC=C1)N1C=NC2=C1C=CC(=C2)NC2=NN=C(C1=CC=CC=C21)C2=CC=CC=C2 (1-Phenyl-5-(4-phenyl-1-phthalazinyl)aminobenzimidazole). Reactants: ClC1=NN=C(C2=CC=CC=C12)C1=CC=CC=C1 (1-chloro-4-phenylphthalazine), C(C#C)N1C=NC2=C1C=CC(=C2)N (1-(prop-2-ynyl)-5-aminobenzimidazole), CC(C)O (i-PrOH).